From a dataset of the Open Reaction Database (ORD), a public repository of structured organic reaction records. describe an organic reaction: reactants, conditions, products, and yield The reactants are CCOC(=O)C=Cc1cccnc1OCc1ccc(OCc2nc(-c3ccccc3)oc2C)cc1, CCO, [Na+], C1CCOC1, [OH-]. Yields the product Cc1oc(-c2ccccc2)nc1COc1ccc(COc2ncccc2C=CC(=O)O)cc1. RXN SMILES: [CH3:1][c:2]1[c:3]([CH2:13][O:14][c:15]2[cH:16][cH:17][c:18]([CH2:19][O:20][c:21]3[n:22][cH:23][cH:24][cH:25][c:26]3[CH:27]=[CH:28][C:29](=[O:30])[O:31][CH2:32][CH3:33])[cH:34][cH:35]2)[n:4][c:5](-[c:7]2[cH:8][cH:9][cH:10][cH:11][cH:12]2)[o:6]1.[CH3:43][CH2:44][OH:45].[Na+:42].[O:36]1[CH2:37][CH2:38][CH2:39][CH2:40]1.[OH-:41]>>[CH3:1][c:2]1[c:3]([CH2:13][O:14][c:15]2[cH:16][cH:17][c:18]([CH2:19][O:20][c:21]3[n:22][cH:23][cH:24][cH:25][c:26]3[CH:27]=[CH:28][C:29](=[O:30])[OH:31])[cH:34][cH:35]2)[n:4][c:5](-[c:7]2[cH:8][cH:9][cH:10][cH:11][cH:12]2)[o:6]1. Starting materials: C(C)OC(CC1=CC(=CC=C1)COC1=CC=C(C=C1)I)=O ([3-(4-iodo-phenoxymethyl) -phenyl]-acetic acid ethyl ester), C(C)OC(CC1=CC(=CC=C1)COC1=CC=C(C=C1)I)=O ([3-(4-iodo-phenoxymethyl) -phenyl]-acetic acid ethyl ester), COC1=NC=CC=C1B(O)O (2-methoxy-pyridine-3-boronic acid). Product: COC1=NC=CC=C1C1=CC=C(OCC=2C=C(C=CC2)CC(=O)O)C=C1 ({3-[4-(2-Methoxy-pyridin-3-yl)-phenoxymethyl]-phenyl}-acetic acid). Reaction SMILES: C([O:3][C:4](=[O:21])[CH2:5][C:6]1[CH:11]=[CH:10][CH:9]=[C:8]([CH2:12][O:13][C:14]2[CH:19]=[CH:18][C:17](I)=[CH:16][CH:15]=2)[CH:7]=1)C.[CH3:22][O:23][C:24]1[C:29](B(O)O)=[CH:28][CH:27]=[CH:26][N:25]=1>>[CH3:22][O:23][C:24]1[C:29]([C:17]2[CH:16]=[CH:15][C:14]([O:13][CH2:12][C:8]3[CH:7]=[C:6]([CH2:5][C:4]([OH:3])=[O:21])[CH:11]=[CH:10][CH:9]=3)=[CH:19][CH:18]=2)=[CH:28][CH:27]=[CH:26][N:25]=1. Reported procedure: {3-[4-(2-Methoxy-pyridin-3-yl)-phenoxymethyl]-phenyl}-acetic acid was prepared using general procedure 4 from [3-(4-iodo-phenoxymethyl)-phenyl]-acetic acid ethyl ester (of intermediate 4) and 2-methoxy-pyridine-3-boronic acid (available from Lan-caster Synthesis Ltd., Lancashire, UK). Mass spectrum MH+=350. RXN SMILES: [C:35].[CH3:32][CH2:33][OH:34].[H:30][H:31].[N+:1]([O-:2])(=[O:3])[c:4]1[cH:5][c:6]2[c:7]([n:8][cH:9]1)[CH:10]([CH:19]1[CH2:20][CH2:21][N:22]([C:25](=[O:26])[O:27][CH2:28][CH3:29])[CH2:23][CH2:24]1)[c:11]1[n:12][cH:13][cH:14][cH:15][c:16]1[CH2:17][CH2:18]2.[Pd:36]>>[NH2:1][c:4]1[cH:5][c:6]2[c:7]([n:8][cH:9]1)[CH:10]([CH:19]1[CH2:20][CH2:21][N:22]([C:25](=[O:26])[O:27][CH2:28][CH3:29])[CH2:23][CH2:24]1)[c:11]1[n:12][cH:13][cH:14][cH:15][c:16]1[CH2:17][CH2:18]2. Starting materials: C, CCO, [H][H], CCOC(=O)N1CCC(C2c3ncccc3CCc3cc([N+](=O)[O-])cnc32)CC1, [Pd]. Product: CCOC(=O)N1CCC(C2c3ncccc3CCc3cc(N)cnc32)CC1. Starting materials: Intermediate 223, FC(C(=O)O)(F)F.C(CCC)NC1=NC(=C2N=C(N=C2N1)OC)N (N2-butyl-8-(methyloxy)-3H-purine-2,6-diamine trifluoroacetate), BrCCCCC1CC(OCC1)(C)C (4-(4-bromobutyl)-2,2-dimethyltetrahydro-2H-pyran). Product: C(CCC)NC1=NC(=C2N=C(N(C2=N1)CCCCC1CC(OCC1)(C)C)OC)N (N2-Butyl-9-[4-(2,2-dimethyltetrahydro-2H-pyran-4-yl)butyl]-8-(methyloxy)-9H-purine-2,6-diamine). RXN SMILES: FC(F)(F)C(O)=O.[CH2:8]([NH:12][C:13]1[NH:21][C:20]2[C:16]([N:17]=[C:18]([O:22][CH3:23])[N:19]=2)=[C:15]([NH2:24])[N:14]=1)[CH2:9][CH2:10][CH3:11].Br[CH2:26][CH2:27][CH2:28][CH2:29][CH:30]1[CH2:35][CH2:34][O:33][C:32]([CH3:37])([CH3:36])[CH2:31]1>>[CH2:8]([NH:12][C:13]1[N:21]=[C:20]2[C:16]([N:17]=[C:18]([O:22][CH3:23])[N:19]2[CH2:26][CH2:27][CH2:28][CH2:29][CH:30]2[CH2:35][CH2:34][O:33][C:32]([CH3:36])([CH3:37])[CH2:31]2)=[C:15]([NH2:24])[N:14]=1)[CH2:9][CH2:10][CH3:11] |f:0.1|. Reported procedure: Prepared similarly to Intermediate 223 from N2-butyl-8-(methyloxy)-3H-purine-2,6-diamine trifluoroacetate and 4-(4-bromobutyl)-2,2-dimethyltetrahydro-2H-pyran but conducting the alkylation over 1.5 hours at 60° C. The reactants are BrC1=CC(=C(C=C1)NC1CCOCC1)CC(OC)OC (N-(4-Bromo-2-(2,2-dimethoxyethyl)phenyl)tetrahydro-2H-pyran-4-amine). The solvent is Cl.CO (HCl methanol). Yields the product BrC=1C=C2C=CN(C2=CC1)C1CCOCC1 (5-Bromo-1-(tetrahydro-2H-pyran-4-yl)-1H-indole). Yield: 106.1%. Reaction SMILES: [Br:1][C:2]1[CH:7]=[CH:6][C:5]([NH:8][CH:9]2[CH2:14][CH2:13][O:12][CH2:11][CH2:10]2)=[C:4]([CH2:15][CH:16](OC)OC)[CH:3]=1>Cl.CO>[Br:1][C:2]1[CH:3]=[C:4]2[C:5](=[CH:6][CH:7]=1)[N:8]([CH:9]1[CH2:14][CH2:13][O:12][CH2:11][CH2:10]1)[CH:16]=[CH:15]2 |f:1.2|. Reported procedure: Compound 87 (168 mg, 0.488 mmol) was dissolved in anhydrous 1M HCl/methanol (10 mL) in a dry argon purged flask, refluxed for 1 hour, concentrated under reduced pressure to yield compound 88 as a pale brown solid (145 mg, 100%). 1H NMR (DMSO-d6) δ 1.77-2.06 (m, 4H), 3.57 (dt, 2H, J=11.4, 2.1 Hz), 3.99 (dd, 2H, J=11.2, 4.0 Hz), 4.59-4.69 (m, 1H), 6.46 (d, 1H, J=3.2 Hz), 7.23 (dd, 1H, J=8.9, 2.1 Hz), 7.57-7.60 (m, 2H), 7.73 (d, 1H, J=1.8 Hz). ESI-MS (m/z, %): 280/282 (MH+, 100%). Reactants: C(C)(C)(C)OC(NC1=CC2=CC(=CC=C2C=C1OCC1=CC=CC=C1)Br)=O ((3-benzyloxy-7-bromonaphthalen-2-yl)-carbamic acid tert-butyl ester), [H-].[Na+] (NaH), BrCC(=O)OC (methyl bromoacetate). Solvent: CN(C)C=O (DMF). Conditions: time 10 minute. The product is COC(CN(C(=O)OC(C)(C)C)C1=CC2=CC(=CC=C2C=C1OCC1=CC=CC=C1)Br)=O ([(3-benzyloxy-7-bromonaphthalen-2-yl)-tert-butoxycarbony-amino]-acetic acid methyl ester). As a reaction SMILES: [C:1]([O:5][C:6](=[O:27])[NH:7][C:8]1[C:17]([O:18][CH2:19][C:20]2[CH:25]=[CH:24][CH:23]=[CH:22][CH:21]=2)=[CH:16][C:15]2[C:10](=[CH:11][C:12]([Br:26])=[CH:13][CH:14]=2)[CH:9]=1)([CH3:4])([CH3:3])[CH3:2].[H-].[Na+].Br[CH2:31][C:32]([O:34][CH3:35])=[O:33]>CN(C=O)C>[CH3:35][O:34][C:32](=[O:33])[CH2:31][N:7]([C:8]1[C:17]([O:18][CH2:19][C:20]2[CH:21]=[CH:22][CH:23]=[CH:24][CH:25]=2)=[CH:16][C:15]2[C:10](=[CH:11][C:12]([Br:26])=[CH:13][CH:14]=2)[CH:9]=1)[C:6]([O:5][C:1]([CH3:4])([CH3:2])[CH3:3])=[O:27] |f:1.2|. Reported procedure: To a solution of (3-benzyloxy-7-bromonaphthalen-2-yl)-carbamic acid tert-butyl ester (38.65 g, 90.2 mmol) in DMF (300 mL) at 0° C. is added NaH (3.79 g, 99.3 mmol). To the solution is added methyl bromoacetate (10.3 mL, 108.2 mmol). The mixture is stirred for 10 min and then quenched with 1 N HCl. The solution is extracted with EtOAc and washed with 1 N HCl (3×) and sat. NaCl. The organic layer is dried over Na2SO4, filtered and concentrated. The residue is recrystallized from EtOAc to afford [(... RXN SMILES: N1C=CC=CC=1.[F:7][C:8]1[CH:15]=[CH:14][C:11]([C:12]#[N:13])=[CH:10][C:9]=1[CH:16]([OH:18])[CH3:17]>C(Cl)Cl.CCOCC.[O-2].[O-2].[O-2].[Cr+6]>[C:12]([C:11]1[CH:14]=[CH:15][C:8]([F:7])=[C:9]([C:16](=[O:18])[CH3:17])[CH:10]=1)#[N:13] |f:4.5.6.7|. Reagents/catalysts: [O-2].[O-2].[O-2].[Cr+6] (chromium trioxide). Yields the product C(#N)C=1C=CC(=C(C1)C(C)=O)F (5′-Cyano-2′-fluoroacetophenone). Conditions: time 30 minute. Procedure: To a solution of pyridine (3.52 mL, 43.6 mmol) in CH2Cl2 (10 mL) was added dry chromium trioxide (2.18 g, 21.80 mmol) at 0° C. The reaction mixture was warmed to room temperature and stirred for 30 min. 4-fluoro-3-(1-hydroxyethyl)benzonitrile (600 mg, 3.63 mmol) dissolved in CH2Cl2 (10 mL) was added via canula. The reaction mixture was stirred for 10 min. and was diluted with ether and celite and stirred for an additional 20 min. The reaction mixture was filtered through a pad of celite and wash... The reactants are N1=CC=CC=C1 (pyridine), FC1=C(C=C(C#N)C=C1)C(C)O (4-fluoro-3-(1-hydroxyethyl)benzonitrile). Run in CCOCC (ether), C(Cl)Cl (CH2Cl2), C(Cl)Cl (CH2Cl2).